Dataset: the Open Reaction Database (ORD), a public repository of structured organic reaction records. Task: describe an organic reaction: reactants, conditions, products, and yield Reactants: [Na] (sodium), C(CC(=O)OCC)(=O)OCC (diethyl malonate), BrCCCC=C (5-bromopent-1-ene). The solvent is C(C)O (ethanol). Conditions: time 1 hour. The product is C(CCC=C)C(C(=O)OCC)C(=O)OCC (diethyl pent-4-enylmalonate). Reaction SMILES: [Na].[C:2]([O:10][CH2:11][CH3:12])(=[O:9])[CH2:3][C:4]([O:6][CH2:7][CH3:8])=[O:5].Br[CH2:14][CH2:15][CH2:16][CH:17]=[CH2:18]>C(O)C>[CH2:18]([CH:3]([C:4]([O:6][CH2:7][CH3:8])=[O:5])[C:2]([O:10][CH2:11][CH3:12])=[O:9])[CH2:17][CH2:16][CH:15]=[CH2:14] |^1:0|. Procedure: To 300 ml of ethanol are added 5 g of sodium spheres and after a clear solution is obtained, 32.1 g of diethyl malonate is added in one portion. After 1 h at room temperature, 15 g of 5-bromopent-1-ene is added and the reaction mixture is stirred at room temperature for 16 h. The reaction mixture is evaporated to dryness and the residue is distilled under high vacuum to obtain diethyl pent-4-enylmalonate. The reactants are C(#N)C1=CC=C(C=C1)CCC(CC1=CC=C(C(=O)OC)C=C1)CO (Methyl 4-[4-(4-cyanophenyl)-2-hydroxymethylbutyl]benzoate), [Cr](=O)(=O)([O-])Cl.[NH+]1=CC=CC=C1 (pyridinium chlorochromate). Run in ClCCl (dichloromethane). Run at time 5 hour. Product: C(#N)C1=CC=C(C=C1)CCC(CC1=CC=C(C(=O)OC)C=C1)C=O (Methyl 4-[4-(4-cyanophenyl)-2-formylbutyl]benzoate). Isolated yield 73.4%. As a reaction SMILES: [C:1]([C:3]1[CH:8]=[CH:7][C:6]([CH2:9][CH2:10][CH:11]([CH2:23][OH:24])[CH2:12][C:13]2[CH:22]=[CH:21][C:16]([C:17]([O:19][CH3:20])=[O:18])=[CH:15][CH:14]=2)=[CH:5][CH:4]=1)#[N:2].[Cr](Cl)([O-])(=O)=O.[NH+]1C=CC=CC=1>ClCCl>[C:1]([C:3]1[CH:4]=[CH:5][C:6]([CH2:9][CH2:10][CH:11]([CH:23]=[O:24])[CH2:12][C:13]2[CH:14]=[CH:15][C:16]([C:17]([O:19][CH3:20])=[O:18])=[CH:21][CH:22]=2)=[CH:7][CH:8]=1)#[N:2] |f:1.2|. Reported procedure: A solution of 5.7 g (17.63 mmol) of methyl 4-[4-(4-cyanophenyl)-2-hydroxymethylbutyl]benzoate from Example 15A in 250 ml of dichloromethane is mixed with 4.56 g (21.15 mmol) of pyridinium chlorochromate (PCC) and stirred at room temperature for 5 hours. After conversion is complete, about 10 g of silica gel are added, and the solvent is removed to dryness in vacuo. The residue is purified by flash chromatography on silica gel (mobile phase: cyclohexane/ethyl acetate 10:1→4:1). 4.16 g (12.94 mmol...